From a dataset of the Open Reaction Database (ORD), a public repository of structured organic reaction records. describe an organic reaction: reactants, conditions, products, and yield Reactants: [OH-].[Na+] (NaOH), N[C@@H](CC1=CC=CC=C1)C(=O)O (L-phenylalanine), OS(=O)(=O)O (H2SO4). Solvent: ice, O1CCOCC1 (dioxane). Reaction conditions: time 12 hour. Product: CC(C)(C)OC([C@@H](N)CC1=CC=CC=C1)=O (L-Phenylalanine 1,1-dimethylethyl ester). Isolated yield 118.0%. RXN SMILES: OS(O)(=O)=O.[NH2:6][C@H:7]([C:15]([OH:17])=[O:16])[CH2:8][C:9]1[CH:14]=[CH:13][CH:12]=[CH:11][CH:10]=1.[OH-].[Na+]>O1CCOCC1>[CH3:8][C:9]([O:16][C:15](=[O:17])[C@H:7]([CH2:8][C:9]1[CH:14]=[CH:13][CH:12]=[CH:11][CH:10]=1)[NH2:6])([CH3:14])[CH3:10] |f:2.3|. Reported procedure: 98% H2SO4 (7 mL; 0.13 mol) was dropped in 20 min in dioxane (70 mL), keeping temperature of the solution below 20° C. After addition of L-phenylalanine (commercial product) (16.5 g; 0.10 mol), the solution was stirred for 12 h at 132 kPa under isobutene atmosphere (commercial product) (absorbed 45 g; 0.80 mol). The solution was dropped in a mixture of ice (200 g) and 10 N NaOH (30 mL, 0.30 mol) and extracted with Et2O (1 L). After washing with H2O (150 mL), the organic phase was dried over Na2SO...